This data is from the Open Reaction Database (ORD), a public repository of structured organic reaction records. The task is: describe an organic reaction: reactants, conditions, products, and yield The reactants are COC(=O)C1CC(C#N)(c2ccc(OC)c3oc4ccccc4c23)CCC1=O, CS(C)=O, [Cl-], [Na+], O. Yields the product COc1ccc(C2(C#N)CCC(=O)CC2)c2c1oc1ccccc12. As a reaction SMILES: [CH3:1][O:2][C:3](=[O:4])[CH:5]1[C:6](=[O:28])[CH2:7][CH2:8][C:9]([c:11]2[cH:12][cH:13][c:14]([O:24][CH3:25])[c:15]3[o:16][c:17]4[c:18]([c:19]23)[cH:20][cH:21][cH:22][cH:23]4)([C:26]#[N:27])[CH2:10]1.[CH3:31][S:32]([CH3:33])=[O:34].[Cl-:30].[Na+:29].[OH2:35]>>[CH2:5]1[C:6](=[O:28])[CH2:7][CH2:8][C:9]([c:11]2[cH:12][cH:13][c:14]([O:24][CH3:25])[c:15]3[o:16][c:17]4[c:18]([c:19]23)[cH:20][cH:21][cH:22][cH:23]4)([C:26]#[N:27])[CH2:10]1.